From a dataset of the Open Reaction Database (ORD), a public repository of structured organic reaction records. describe an organic reaction: reactants, conditions, products, and yield Reactants: CCCC(C)C(C(=O)C1=CC=CC=C1)C (4-Pentylpropiophenone), BrBr (Br2), ice. Solvent: C(C)(=O)O (acetic acid). Run at temperature 0 celsius. Product: CCCC(C)C(C(=O)C1=CC=CC=C1)(C)Br (4-Pentyl-2-bromopropiophenone). Isolated yield 70.6%. As a reaction SMILES: [CH3:1][CH2:2][CH2:3][CH:4]([CH:6]([CH3:15])[C:7]([C:9]1[CH:14]=[CH:13][CH:12]=[CH:11][CH:10]=1)=[O:8])[CH3:5].[Br:16]Br>C(O)(=O)C>[CH3:1][CH2:2][CH2:3][CH:4]([C:6]([Br:16])([CH3:15])[C:7]([C:9]1[CH:14]=[CH:13][CH:12]=[CH:11][CH:10]=1)=[O:8])[CH3:5]. Reported procedure: To a solution of the ketone 3 (5.03 g, 0.025 mol) in 15 ml of glacial acetic acid, Br2 (3.94 g, 0.025 mol) was added dropwise, with stirring at 0° C. After the addition was complete the ice bath was removed and the solution was stirred for 2 h at 23° C. The reaction mixture was quenched by the addition of water and after cooling it was extracted with ether. After drying and concentration under vacuum, the residue was purified by flash chromatography, eluting with hexanes, to afford 5.0 g (72%) o...